Dataset: the Open Reaction Database (ORD), a public repository of structured organic reaction records. Task: describe an organic reaction: reactants, conditions, products, and yield The reactants are Cl (HCl), CCOCC (ether), C(C)(C)(C)OC(=O)N1[C@@H](CC1)COC=1C=NC=C(C1)[C@@H]1[C@H](C1)CCF (3-[[1-(tert-butoxycarbonyl)-2(S)-azetidinyl]methoxy]-5-[(1S,2R)-2-(2-fluoroethyl)cyclopropyl]pyridine). Solvent: CO (MeOH). Run at time 12 hour. The product is Cl.N1[C@@H](CC1)COC=1C=NC=C(C1)[C@@H]1[C@H](C1)CCF (3-[(2(S)-Azetidinyl)methoxy]-5-[(1S,2R)-2-(2-fluoroethyl)cyclopropyl]pyridine Hydrochloride). Reaction SMILES: [ClH:1].CCOCC.C(OC([N:14]1[CH2:17][CH2:16][C@H:15]1[CH2:18][O:19][C:20]1[CH:21]=[N:22][CH:23]=[C:24]([C@H:26]2[CH2:28][C@@H:27]2[CH2:29][CH2:30][F:31])[CH:25]=1)=O)(C)(C)C>CO>[ClH:1].[NH:14]1[CH2:17][CH2:16][C@H:15]1[CH2:18][O:19][C:20]1[CH:21]=[N:22][CH:23]=[C:24]([C@H:26]2[CH2:28][C@@H:27]2[CH2:29][CH2:30][F:31])[CH:25]=1 |f:4.5|. Procedure: 2M HCl (anhydrous)/ether (2.0 mL) was added to a stirred solution of 3-[[1-(tert-butoxycarbonyl)-2(S)-azetidinyl]methoxy]-5-[(1S,2R)-2-(2-fluoroethyl)cyclopropyl]pyridine (160 mg, 0.45 mmol) in dry MeOH (2.0 mL) at 0° C. The mixture was stirred at room temperature for 12 h. The above solution was concentrated and purified by HPLC to give the title compound (97 mg). 1H NMR (CD3OD, 400 MHz) δ 8.38 (s, 1H), 8.28 (s, 1H), 7.71 (s, 1H), 4.92-4.86 (m, 1H), 4.61-4.48 (m, 4H), 4.18-4.04 (m, 2H), 2.75-2.... The yield is 85.0%. RXN SMILES: [NH2:1][CH2:2][CH2:3][CH2:4][CH2:5][CH2:6][C:7]([OH:9])=[O:8].N[C@H](C(O)=O)[CH2:12][CH2:13][C:14](O)=[O:15]>>[C:14]([NH:1][CH2:2][CH2:3][CH2:4][CH2:5][CH2:6][C:7]([OH:9])=[O:8])(=[O:15])[CH:13]=[CH2:12]. Product: C(C=C)(=O)NCCCCCC(=O)O (N-Acryloyl-6-aminocaproic Acid). Reported procedure: Using the same procedure as previously described except substituting 6-aminocaproic acid for the glutamic acid, the crude product was obtained in greater than 85% yield. After crystallization from water or ethyl acetate, the white, crystalline N-acryloyl-6-aminocaproic acid had a melting point of 88°-90° C. Starting materials: NCCCCCC(=O)O (6-aminocaproic acid), N[C@@H](CCC(=O)O)C(=O)O (glutamic acid). Reactants: BrC1=CC=C(C=C1)N1N=C(C=C1C1=CC=CC=C1)C1=CC=CC=C1 (1-(p-bromophenyl)-3,5-diphenylpyrazole), C1(=CC=CC=C1)[Si](Cl)(Cl)C1=CC=CC=C1 (diphenyldichlorosilane), CCCCCC (hexane), C(C)(C)(C)[Li] (tert-butyllithium). Solvent: C1CCOC1 (THF), C1CCOC1 (THF), C1(=CC=CC=C1)C (toluene), O (water). Run at time 1 hour. The product is C1(=CC=CC=C1)C1=NN(C(=C1)C1=CC=CC=C1)C1=CC=C(C=C1)[Si](C1=CC=CC=C1)(C1=CC=CC=C1)C1=CC=C(C=C1)N1N=C(C=C1C1=CC=CC=C1)C1=CC=CC=C1 (bis[4-(3,5-diphenylpyrazol-1-yl)phenyl]diphenylsilane). As a reaction SMILES: Br[C:2]1[CH:7]=[CH:6][C:5]([N:8]2[C:12]([C:13]3[CH:18]=[CH:17][CH:16]=[CH:15][CH:14]=3)=[CH:11][C:10]([C:19]3[CH:24]=[CH:23][CH:22]=[CH:21][CH:20]=3)=[N:9]2)=[CH:4][CH:3]=1.[CH3:25][CH2:26][CH2:27][CH2:28][CH2:29][CH3:30].[C:31]([Li])([CH3:34])([CH3:33])[CH3:32].[C:36]1([Si:42]([C:45]2[CH:50]=[CH:49][CH:48]=[CH:47][CH:46]=2)(Cl)Cl)[CH:41]=[CH:40][CH:39]=[CH:38][CH:37]=1>C1COCC1.C1(C)C=CC=CC=1.O>[C:19]1([C:10]2[CH:11]=[C:12]([C:13]3[CH:18]=[CH:17][CH:16]=[CH:15][CH:14]=3)[N:8]([C:5]3[CH:6]=[CH:7][C:2]([Si:42]([C:45]4[CH:50]=[CH:49][C:48]([N:9]5[C:32]([C:31]6[CH:34]=[CH:7][CH:2]=[CH:3][CH:33]=6)=[CH:11][C:12]([C:13]6[CH:14]=[CH:15][CH:16]=[CH:17][CH:18]=6)=[N:8]5)=[CH:47][CH:46]=4)([C:36]4[CH:41]=[CH:40][CH:39]=[CH:38][CH:37]=4)[C:27]4[CH:26]=[CH:25][CH:30]=[CH:29][CH:28]=4)=[CH:3][CH:4]=3)[N:9]=2)[CH:24]=[CH:23][CH:22]=[CH:21][CH:20]=1. Procedure details: After this, 1.87 g (0.005 mole) of the 1-(p-bromophenyl)-3,5-diphenylpyrazole obtained above and 10.0 ml of THF were placed in a 200-ml four-necked flask. The mixture was stirred at room temperature and 6.0 ml (0.010 mole) of a 1.7 M hexane solution of tert-butyllithium was added in drops at room temperature. After the addition, the stirring was continued at room temperature for one hour. A solution of 0.70 g (0.003 mole) of diphenyldichlorosilane in 10.0 ml of THF was further added from a dropp...